From a dataset of the Open Reaction Database (ORD), a public repository of structured organic reaction records. describe an organic reaction: reactants, conditions, products, and yield Reactants: C(C1=CC=CC=C1)OC(=O)N1[C@H](C(=O)N2[C@@H](CCC2)C(C[S@](=O)C2=CC=C(C=C2)C)O)CCC1 ((2S)-1-(N-Benzyloxycarbonyl-L-prolyl)-2-{1-hydroxy-2-[(S)-p-tolylsulfinyl]ethyl}pyrrolidine), CS(=O)C.C1CCC(CC1)N=C=NC2CCCCC2 (DMSO DCC). Product: C(C1=CC=CC=C1)OC(=O)N1[C@H](C(=O)N2[C@@H](CCC2)C(C[S@](=O)C2=CC=C(C=C2)C)=O)CCC1 ((2S)-1-(N-Benzyloxycarbonyl-L-prolyl)-2-{[(S)-p-tolylsulfinyl]acetyl}pyrrolidine). The yield is 45.6%. Reaction SMILES: [CH2:1]([O:8][C:9]([N:11]1[CH2:34][CH2:33][CH2:32][C@H:12]1[C:13]([N:15]1[CH2:19][CH2:18][CH2:17][C@H:16]1[CH:20]([OH:31])[CH2:21][S@@:22]([C:24]1[CH:29]=[CH:28][C:27]([CH3:30])=[CH:26][CH:25]=1)=[O:23])=[O:14])=[O:10])[C:2]1[CH:7]=[CH:6][CH:5]=[CH:4][CH:3]=1.CS(C)=O.C1CCC(N=C=NC2CCCCC2)CC1>>[CH2:1]([O:8][C:9]([N:11]1[CH2:34][CH2:33][CH2:32][C@H:12]1[C:13]([N:15]1[CH2:19][CH2:18][CH2:17][C@H:16]1[C:20](=[O:31])[CH2:21][S@@:22]([C:24]1[CH:25]=[CH:26][C:27]([CH3:30])=[CH:28][CH:29]=1)=[O:23])=[O:14])=[O:10])[C:2]1[CH:3]=[CH:4][CH:5]=[CH:6][CH:7]=1 |f:1.2|. Procedure: (2S)-1-(N-Benzyloxycarbonyl-L-prolyl)-2-{1-hydroxy-2-[(S)-p-tolylsulfinyl]ethyl}pyrrolidine (357 mg) was subjected to DMSO-DCC oxidation as in Example 1-D), and the reaction product was purified by medium pressure liquid chromatography (silica gel, eluate; chloroform:methanol=99:1) to give 162 mg of the title compound (See Table 4). Starting materials: C(C)(=O)NC=1C(=C(C(=O)O)C=CC1C)[N+](=O)[O-] (3-(acetylamino)-4-methyl-2-nitrobenzoic acid), [OH-].[K+] (KOH), Cl (HCl). Run in O (water). Product: OC=1C(=C(C(=O)O)C=CC1C)[N+](=O)[O-] (3-hydroxy-4-methyl-2-nitrobenzoic acid). Isolated yield 93.1%. As a reaction SMILES: C(N[C:5]1[C:6]([N+:15]([O-:17])=[O:16])=[C:7]([CH:11]=[CH:12][C:13]=1[CH3:14])[C:8]([OH:10])=[O:9])(=O)C.[OH-:18].[K+].Cl>O>[OH:18][C:5]1[C:6]([N+:15]([O-:17])=[O:16])=[C:7]([CH:11]=[CH:12][C:13]=1[CH3:14])[C:8]([OH:10])=[O:9] |f:1.2|. Procedure: A solution of 3-(acetylamino)-4-methyl-2-nitrobenzoic acid (237.5 g, 0.997 mol) and KOH (451.2 g, 8.04 mol) in water (2830 mL) was refluxed for 48 h. The dark red solution was cooled and acidified to pH 1 with concentrated HCl. The yellow solid was filtered and re-crystallized from water (1800 mL) to give the title compound (183 g, 93.4%) as a yellow solid. Reactants: ClC1=C(C(=CC(=C1)C(NC=1SC=C(N1)C1=C(C(=CC=C1)[C@H](CCCCCC)OC)OC)=O)Cl)/C=C(/C(=O)OCC)\C (ethyl (S)-(E)-3-(2,6-dichloro-4-(4-(2-methyloxy-3-(1-methyloxyheptyl)phenyl)thiazol-2-ylcarbamoyl)phenyl)-2-methylacrylate), Cl (hydrochloric acid), [OH-].[Na+] (sodium hydroxide). Solvent: C1CCOC1 (THF), C(C)O (ethanol). Run at time 2 hour. Product: ClC1=C(C(=CC(=C1)C(NC=1SC=C(N1)C1=C(C(=CC=C1)[C@H](CCCCCC)OC)OC)=O)Cl)/C=C(/C(=O)O)\C ((S)-(E)-3-(2,6-dichloro-4-(4-(2-methyloxy-3-(1-methyloxyheptyl)phenyl)thiazol-2-ylcarbamoyl)phenyl)-2-methylacrylic acid). The yield is 89.9%. RXN SMILES: [Cl:1][C:2]1[CH:7]=[C:6]([C:8](=[O:32])[NH:9][C:10]2[S:11][CH:12]=[C:13]([C:15]3[CH:20]=[CH:19][CH:18]=[C:17]([C@@H:21]([O:28][CH3:29])[CH2:22][CH2:23][CH2:24][CH2:25][CH2:26][CH3:27])[C:16]=3[O:30][CH3:31])[N:14]=2)[CH:5]=[C:4]([Cl:33])[C:3]=1/[CH:34]=[C:35](\[CH3:41])/[C:36]([O:38]CC)=[O:37].[OH-].[Na+].Cl>C1COCC1.C(O)C>[Cl:33][C:4]1[CH:5]=[C:6]([C:8](=[O:32])[NH:9][C:10]2[S:11][CH:12]=[C:13]([C:15]3[CH:20]=[CH:19][CH:18]=[C:17]([C@@H:21]([O:28][CH3:29])[CH2:22][CH2:23][CH2:24][CH2:25][CH2:26][CH3:27])[C:16]=3[O:30][CH3:31])[N:14]=2)[CH:7]=[C:2]([Cl:1])[C:3]=1/[CH:34]=[C:35](\[CH3:41])/[C:36]([OH:38])=[O:37] |f:1.2|. Reported procedure: Ethyl (S)-(E)-3-(2,6-dichloro-4-(4-(2-methyloxy-3-(1-methyloxyheptyl)phenyl)thiazol-2-ylcarbamoyl)phenyl)-2-methylacrylate (14, 6.76 g) obtained in the fifth step was dissolved in THF (20 mL) and ethanol (20 mL), a 4 mol/L sodium hydroxide aqueous solution (13.5 mL) was added, and the mixture was stirred at room temperature for 2 hours. The reaction solution was neutralized with hydrochloric acid, and extracted with ethyl acetate. The extraction residue was recrystallized with methanol to obtain... Starting materials: CCOC(C)=O, O=Cc1cccc(OCc2ccc(Cl)cc2F)c1O, OCCF, CC(C)OC(=O)N=NC(=O)OC(C)C, C1CCOC1, O, c1ccc(P(c2ccccc2)c2ccccc2)cc1. The product is O=Cc1cccc(OCc2ccc(Cl)cc2F)c1OCCF. RXN SMILES: [CH3:63][CH2:64][O:65][C:66](=[O:67])[CH3:68].[Cl:1][c:2]1[cH:3][c:4]([F:19])[c:5]([CH2:6][O:7][c:8]2[c:9]([OH:16])[c:10]([CH:11]=[O:12])[cH:13][cH:14][cH:15]2)[cH:17][cH:18]1.[F:20][CH2:21][CH2:22][OH:23].[O:43]=[C:44]([O:45][CH:46]([CH3:47])[CH3:48])[N:49]=[N:50][C:51]([O:52][CH:53]([CH3:54])[CH3:55])=[O:56].[O:57]1[CH2:58][CH2:59][CH2:60][CH2:61]1.[OH2:62].[c:24]1([P:25]([c:26]2[cH:27][cH:28][cH:29][cH:30][cH:31]2)[c:32]2[cH:33][cH:34][cH:35][cH:36][cH:37]2)[cH:38][cH:39][cH:40][cH:41][cH:42]1>>[Cl:1][c:2]1[cH:3][c:4]([F:19])[c:5]([CH2:6][O:7][c:8]2[c:9]([O:16][CH2:22][CH2:21][F:20])[c:10]([CH:11]=[O:12])[cH:13][cH:14][cH:15]2)[cH:17][cH:18]1. The reactants are C(CCCCCCCCC)NC(C=CC1=CC(=CC=C1)N1C(CC(C1)C(=O)O)=O)=O (N-decyl-3-(3-[4-carboxy-2-oxo-pyrrolidino]phenyl)propenamide), COCCOC (1,2-dimethoxyethane), [N+](=[N-])=C (diazomethane), [N+](=[N-])=C (diazomethane). Reagents/catalysts: C(C)(=O)O (acetic acid). Run in CCOCC (ether). Conditions: time 16 hour. The product is C(CCCCCCCCC)NC(C=CC1=CC(=CC=C1)N1C(CC(C1)C(=O)OC)=O)=O (N-Decyl-3-(3-[4-Methoxycarbonyl-2-oxo-pyrrolidino]phenyl)propenamide). As a reaction SMILES: [CH2:1]([NH:11][C:12](=[O:30])[CH:13]=[CH:14][C:15]1[CH:20]=[CH:19][CH:18]=[C:17]([N:21]2[CH2:25][CH:24]([C:26]([OH:28])=[O:27])[CH2:23][C:22]2=[O:29])[CH:16]=1)[CH2:2][CH2:3][CH2:4][CH2:5][CH2:6][CH2:7][CH2:8][CH2:9][CH3:10].[CH3:31]OCCOC.[N+](=C)=[N-]>C(O)(=O)C.CCOCC>[CH2:1]([NH:11][C:12](=[O:30])[CH:13]=[CH:14][C:15]1[CH:20]=[CH:19][CH:18]=[C:17]([N:21]2[CH2:25][CH:24]([C:26]([O:28][CH3:31])=[O:27])[CH2:23][C:22]2=[O:29])[CH:16]=1)[CH2:2][CH2:3][CH2:4][CH2:5][CH2:6][CH2:7][CH2:8][CH2:9][CH3:10]. Procedure: To a stirred mixture of 415 mg. of N-decyl-3-(3-[4-carboxy-2-oxo-pyrrolidino]phenyl)propenamide and 15 ml. of 1,2-dimethoxyethane is added a solution of 1.5 mmoles of diazomethane in 5 ml. of ether. The reaction mixture is stirred at room temperature for 16 hours, and then the excess diazomethane is decomposed by the addition of a few drops of acetic acid. The total solvents are removed by evaporation in vacuo, and the residue is dissolved in ethyl acetate. The ethyl acetate solution is washed w... Starting materials: COC(=O)C(N)CCSC, CN1CCOCC1, CN(C)C=O, O=CN1C(C(=O)O)CSC1c1cccnc1, C(=NC1CCCCC1)=NC1CCCCC1, Cl, C1CCOC1, On1nnc2ccccc21. The product is COC(=O)C(CCSC)NC(=O)C1CSC(c2cccnc2)N1C=O. Reaction SMILES: [CH3:18][O:19][C:20]([CH:21]([NH2:22])[CH2:23][CH2:24][S:25][CH3:26])=[O:27].[CH3:38][N:39]1[CH2:40][CH2:41][O:42][CH2:43][CH2:44]1.[CH3:65][N:66]([CH3:67])[CH:68]=[O:69].[CH:1](=[O:2])[N:3]1[CH:4]([c:11]2[cH:12][n:13][cH:14][cH:15][cH:16]2)[S:5][CH2:6][CH:7]1[C:8](=[O:9])[OH:10].[CH:45]1([N:46]=[C:47]=[N:48][CH:49]2[CH2:50][CH2:51][CH2:52][CH2:53][CH2:54]2)[CH2:55][CH2:56][CH2:57][CH2:58][CH2:59]1.[ClH:17].[O:60]1[CH2:61][CH2:62][CH2:63][CH2:64]1.[OH:28][n:29]1[c:30]2[cH:31][cH:32][cH:33][cH:34][c:35]2[n:36][n:37]1>>[CH:1](=[O:2])[N:3]1[CH:4]([c:11]2[cH:12][n:13][cH:14][cH:15][cH:16]2)[S:5][CH2:6][CH:7]1[C:8](=[O:10])[NH:22][CH:21]([C:20]([O:19][CH3:18])=[O:27])[CH2:23][CH2:24][S:25][CH3:26]. Starting materials: CS(C)=O, CC(C)(COS(=O)(=O)CCCCl)C(O)C(=O)OCc1cccnc1, [N-]=[N+]=[N-], [Na+]. Product: CC(C)(COS(=O)(=O)CCCN=[N+]=[N-])C(O)C(=O)OCc1cccnc1. RXN SMILES: [CH3:29][S:30](=[O:31])[CH3:32].[Cl:1][CH2:2][CH2:3][CH2:4][S:5](=[O:6])(=[O:7])[O:8][CH2:9][C:10]([CH:11]([C:12](=[O:13])[O:14][CH2:15][c:16]1[cH:17][n:18][cH:19][cH:20][cH:21]1)[OH:22])([CH3:23])[CH3:24].[N-:26]=[N+:27]=[N-:28].[Na+:25]>>[CH2:2]([CH2:3][CH2:4][S:5](=[O:6])(=[O:7])[O:8][CH2:9][C:10]([CH:11]([C:12](=[O:13])[O:14][CH2:15][c:16]1[cH:17][n:18][cH:19][cH:20][cH:21]1)[OH:22])([CH3:23])[CH3:24])[N:26]=[N+:27]=[N-:28]. The reactants are C(C)(C)(C)OC(=O)CCC(=O)N[C@@H](CC(OC(C)(C)C)=O)C(=O)N[C@@H](CCC(OC(C)(C)C)=O)C(=O)N[C@@H](CC1=C(C=CC=C1)C)C(=O)N[C@@H](C(C)(C)C)C(=O)N[C@@H](CC(C)C)C(=O)N[C@@H](C\C=C/C)C(OC)OC ((Z)-N2-[N-[N-[N-[N-[3-(tert-butoxycarbonyl)propionyl]-O-tert-butyl-L-α-aspartyl]-O-tert-butyl-L-α-glutamyl]-2-methyl-L-phenylalanyl]-3-methyl-L-valyl]-N 1-[1(S)-(dimethoxymethyl)-3-pentenyl]-L-leucinamide). Reagents/catalysts: O (water). The solvent is ClCCl (dichloromethane), FC(C(=O)O)(F)F (trifluoroaceticacid). Run at time 1 hour. Product: C(=O)(O)CCC(=O)N[C@@H](CC(O)=O)C(=O)N[C@@H](CCC(O)=O)C(=O)N[C@@H](CC1=C(C=CC=C1)C)C(=O)N[C@@H](C(C)(C)C)C(=O)N[C@@H](CC(C)C)C(=O)N[C@H](C=O)C\C=C/C ((Z)-2(S)-[[N-[N-[N-[N-[N-(3-carboxypropionyl)-L-alpha-aspartyl]-L-alpha-glutamyl]-2-methyl-L-phenylalanyl]-3-methyl-L-valyl]-L-leucyl]amino]-4-hexenal). Isolated yield 88.8%. RXN SMILES: C([O:5][C:6]([CH2:8][CH2:9][C:10]([NH:12][C@H:13]([C:22]([NH:24][C@H:25]([C:35]([NH:37][C@H:38]([C:47]([NH:49][C@H:50]([C:55]([NH:57][C@H:58]([C:63]([NH:65][C@H:66]([CH:71](OC)[O:72]C)[CH2:67]/[CH:68]=[CH:69]\[CH3:70])=[O:64])[CH2:59][CH:60]([CH3:62])[CH3:61])=[O:56])[C:51]([CH3:54])([CH3:53])[CH3:52])=[O:48])[CH2:39][C:40]1[CH:45]=[CH:44][CH:43]=[CH:42][C:41]=1[CH3:46])=[O:36])[CH2:26][CH2:27][C:28](=[O:34])[O:29]C(C)(C)C)=[O:23])[CH2:14][C:15](=[O:21])[O:16]C(C)(C)C)=[O:11])=[O:7])(C)(C)C>ClCCl.FC(F)(F)C(O)=O.O>[C:6]([CH2:8][CH2:9][C:10]([NH:12][C@H:13]([C:22]([NH:24][C@H:25]([C:35]([NH:37][C@H:38]([C:47]([NH:49][C@H:50]([C:55]([NH:57][C@H:58]([C:63]([NH:65][C@@H:66]([CH2:67]/[CH:68]=[CH:69]\[CH3:70])[CH:71]=[O:72])=[O:64])[CH2:59][CH:60]([CH3:62])[CH3:61])=[O:56])[C:51]([CH3:52])([CH3:53])[CH3:54])=[O:48])[CH2:39][C:40]1[CH:45]=[CH:44][CH:43]=[CH:42][C:41]=1[CH3:46])=[O:36])[CH2:26][CH2:27][C:28](=[O:29])[OH:34])=[O:23])[CH2:14][C:15](=[O:16])[OH:21])=[O:11])([OH:7])=[O:5]. Procedure: 0.05 g (0.04 mmol) of (Z)-N2-[N-[N-[N-[N-[3-(tert-butoxycarbonyl)propionyl]-O-tert-butyl-L-α-aspartyl]-O-tert-butyl-L-α-glutamyl]-2-methyl-L-phenylalanyl]-3-methyl-L-valyl]-N 1-[1(S)-(dimethoxymethyl)-3-pentenyl]-L-leucinamide was dissolved in 4 ml of a 1:1 solution of dichloromethane and trifluoroaceticacid and containing 3 drops of water. The solution was stirred at room temperature for 1 hour. After removal of the solvent by evaporation the crude product was triturated using diethyl ether to ...